Task: describe an organic reaction: reactants, conditions, products, and yield. Dataset: the Open Reaction Database (ORD), a public repository of structured organic reaction records Starting materials: NC1[C@@H]2N(C(=C(CS2)C=O)C(=O)O)C1=O (7-amino-3-formyl-3-cephem-4-carboxylic acid), C (charcoal), CCCCCC (n-hexane), CC(=N[Si](C)(C)C)O[Si](C)(C)C (N,O-bis-(trimethylsilyl)-acetamide), C1(=CC=CC=C1)CC(=O)Cl (phenylacetic acid chloride). The solvent is O (water). Product: C(C1=CC=CC=C1)(C1=CC=CC=C1)OC(=O)C1=C(CS[C@H]2N1C(C2NC(CC2=CC=CC=C2)=O)=O)C=O (7-phenylacetamido-3-formyl-3-cephem-4-carboxylic acid benzhydrylester). RXN SMILES: [NH2:1][CH:2]1[C:14](=[O:15])[N:4]2[C:5]([C:11]([OH:13])=[O:12])=[C:6]([CH:9]=[O:10])[CH2:7][S:8][C@H:3]12.[CH3:16][C:17]([O:23][Si](C)(C)C)=N[Si](C)(C)C.[C:28]1([CH2:34][C:35](Cl)=O)[CH:33]=[CH:32][CH:31]=[CH:30][CH:29]=1.[CH4:38].[CH3:39][CH2:40][CH2:41][CH2:42][CH2:43][CH3:44]>O>[CH:34]([O:12][C:11]([C:5]1[N:4]2[C:14](=[O:15])[CH:2]([NH:1][C:17](=[O:23])[CH2:16][C:41]3[CH:40]=[CH:39][CH:44]=[CH:43][CH:42]=3)[C@H:3]2[S:8][CH2:7][C:6]=1[CH:9]=[O:10])=[O:13])([C:35]1[CH:7]=[CH:6][CH:5]=[CH:11][CH:38]=1)[C:28]1[CH:33]=[CH:32][CH:31]=[CH:30][CH:29]=1. Procedure: 2.28 g of 7-amino-3-formyl-3-cephem-4-carboxylic acid are bisilylated as described in example 19 with 5.4 ml of N,O-bis-(trimethylsilyl)-acetamide, reacted with phenylacetic acid chloride, and then hydrolysed with 0.4 ml of water. The hydrolysed reaction mixture is treated with 1 g of activated charcoal and then filtered. The yellow filtrate is mixed with 20 ml of a 10% solution of diphenyldiazomethane in dichloromethane, and then concentrated to 10 ml in vacuo. The product is precipitated from ... Starting materials: C12C(CCCC1)O2 (cyclohexene oxide), CNC (dimethylamine). Reaction conditions: time 8 hour. The product is CN(C1C(CCCC1)O)C (2-dimethylamino-1-cyclohexanol). As a reaction SMILES: [CH:1]12[O:7][CH:2]1[CH2:3][CH2:4][CH2:5][CH2:6]2.[CH3:8][NH:9][CH3:10]>>[CH3:8][N:9]([CH3:10])[CH:1]1[CH2:6][CH2:5][CH2:4][CH2:3][CH:2]1[OH:7]. Procedure details: A mixture of 50.0 g of cyclohexene oxide and 100 ml of 25 percent aqueous dimethylamine was heated with stirring at 145° in a small autoclave for 8 hours. While the mixture was being concentrated to dryness at 50° on a film evaporator, absolute ethanol was added periodically to aid in removal of water. The residue was distilled through a Nester-Faust spinning band column to give 53.0 g of 2-dimethylamino-1-cyclohexanol, b.p. 64.1 - 64.2/2.4 mm. The ir curve was consistent with the assigned struc... Starting materials: COC(CC=1SC=C(C1)CCl)=O ((4-chloromethyl-thiophen-2-yl)-acetic acid methyl ester), [C-]#N.[K+] (potassium cyanide). Run in CN(C)C=O (DMF). Reaction conditions: temperature 50 celsius. Yields the product COC(CC=1SC=C(C1)CC#N)=O ((4-cyanomethyl-thiophen-2-yl)-acetic acid methyl ester). The yield is 77.8%. Reaction SMILES: [CH3:1][O:2][C:3](=[O:12])[CH2:4][C:5]1[S:6][CH:7]=[C:8]([CH2:10]Cl)[CH:9]=1.[C-:13]#[N:14].[K+]>CN(C=O)C>[CH3:1][O:2][C:3](=[O:12])[CH2:4][C:5]1[S:6][CH:7]=[C:8]([CH2:10][C:13]#[N:14])[CH:9]=1 |f:1.2|. Procedure details: A solution of (4-chloromethyl-thiophen-2-yl)-acetic acid methyl ester (0.58 g, 2.83 mmol) and potassium cyanide (0.39 g, 5.95 mmol) in DMF (15 mL) is stirred at room temperature for 14 h then heated to 50° C. for 0.5 h. The mixture is quenched with saturated aq NaCl and extracted with CHCl3 (3×). The combined organic layers are washed with saturated aq NaCl, dried over Na2SO4, filtered and concentrated in vacuo. The residue is purified by chromatography (silica gel, 10% ethyl acetate in heptane)...